This data is from the Open Reaction Database (ORD), a public repository of structured organic reaction records. The task is: describe an organic reaction: reactants, conditions, products, and yield Reactants: CCN(C(C)C)C(C)C, CS(C)=O, CC(=O)Nc1nc2ccc(-c3ccnc(Cl)n3)cc2s1, Nc1ccccn1. Yields the product CC(=O)Nc1nc2ccc(-c3ccnc(Nc4ccccn4)n3)cc2s1. RXN SMILES: [CH2:28]([N:29]([CH:30]([CH3:31])[CH3:32])[CH:33]([CH3:34])[CH3:35])[CH3:36].[CH3:37][S:38]([CH3:39])=[O:40].[Cl:1][c:2]1[n:3][cH:4][cH:5][c:6](-[c:8]2[cH:9][c:10]3[c:11]([n:12][c:13]([NH:15][C:16]([CH3:17])=[O:18])[s:14]3)[cH:19][cH:20]2)[n:7]1.[n:21]1[c:22]([NH2:27])[cH:23][cH:24][cH:25][cH:26]1>>[c:2]1([NH:27][c:22]2[n:21][cH:26][cH:25][cH:24][cH:23]2)[n:3][cH:4][cH:5][c:6](-[c:8]2[cH:9][c:10]3[c:11]([n:12][c:13]([NH:15][C:16]([CH3:17])=[O:18])[s:14]3)[cH:19][cH:20]2)[n:7]1. Starting materials: OC1=C2C=CC(=NC2=CC=C1)Cl (5-hydroxy-2-chloroquinoline), COC1=C(CN)C=CC=C1 (2-methoxy benzyl amine), COC=1C=C(CBr)C=CC1 (3-methoxy benzyl bromide). Product: COC1=C(CNC2=NC3=CC=CC(=C3C=C2)OCC2=CC(=CC=C2)OC)C=CC=C1 ((2-Methoxy-benzyl)-[5-(3-methoxy-benzyloxy)-quinolin-2-yl]-amine). As a reaction SMILES: [OH:1][C:2]1[CH:11]=[CH:10][CH:9]=[C:8]2[C:3]=1[CH:4]=[CH:5][C:6](Cl)=[N:7]2.[CH3:13][O:14][C:15]1[CH:22]=[CH:21][CH:20]=[CH:19][C:16]=1[CH2:17][NH2:18].[CH3:23][O:24][C:25]1[CH:26]=[C:27]([CH:30]=[CH:31][CH:32]=1)[CH2:28]Br>>[CH3:13][O:14][C:15]1[CH:22]=[CH:21][CH:20]=[CH:19][C:16]=1[CH2:17][NH:18][C:6]1[CH:5]=[CH:4][C:3]2[C:8](=[CH:9][CH:10]=[CH:11][C:2]=2[O:1][CH2:28][C:27]2[CH:30]=[CH:31][CH:32]=[C:25]([O:24][CH3:23])[CH:26]=2)[N:7]=1. Procedure: The title compound, MS: m/e=401.3 (M+H+), was prepared in accordance with the general method of example 63 from 5-hydroxy-2-chloroquinoline (CAS 124467-35-2), 2-methoxy benzyl amine and 3-methoxy benzyl bromide. Starting materials: Cl, Fc1ccc(-c2nn(C(c3ccccc3)(c3ccccc3)c3ccccc3)cc2-c2ccc3nccc(-c4ccccn4)c3c2)cc1. Yields the product Fc1ccc(-c2n[nH]cc2-c2ccc3nccc(-c4ccccn4)c3c2)cc1. Reaction SMILES: [ClH:48].[F:1][c:2]1[cH:3][cH:4][c:5](-[c:8]2[n:9][n:10]([C:29]([c:30]3[cH:31][cH:32][cH:33][cH:34][cH:35]3)([c:36]3[cH:37][cH:38][cH:39][cH:40][cH:41]3)[c:42]3[cH:43][cH:44][cH:45][cH:46][cH:47]3)[cH:11][c:12]2-[c:13]2[cH:14][c:15]3[c:16](-[c:23]4[n:24][cH:25][cH:26][cH:27][cH:28]4)[cH:17][cH:18][n:19][c:20]3[cH:21][cH:22]2)[cH:6][cH:7]1>>[F:1][c:2]1[cH:3][cH:4][c:5](-[c:8]2[n:9][nH:10][cH:11][c:12]2-[c:13]2[cH:14][c:15]3[c:16](-[c:23]4[n:24][cH:25][cH:26][cH:27][cH:28]4)[cH:17][cH:18][n:19][c:20]3[cH:21][cH:22]2)[cH:6][cH:7]1. Reactants: 2,7-dimethyl, 0, 5-methyl, C(CC)C1=CC=CC=2N1N=CC2C(=O)OCC (ethyl 7-propylpyrazolo[1,5-a]pyridine-3-carboxylate), [OH-].[Na+] (NaOH), crystals. The solvent is C(C)O (ethanol). Conditions: temperature 100 celsius, time 3 hour. The product is C(CC)C1=CC=CC=2N1N=CC2C(=O)O (7-propylpyrazolo[1,5-a]pyridine-3-carboxylic acid). The yield is 91.0%. Reaction SMILES: [CH2:1]([C:4]1[N:9]2[N:10]=[CH:11][C:12]([C:13]([O:15]CC)=[O:14])=[C:8]2[CH:7]=[CH:6][CH:5]=1)[CH2:2][CH3:3].[OH-].[Na+]>C(O)C>[CH2:1]([C:4]1[N:9]2[N:10]=[CH:11][C:12]([C:13]([OH:15])=[O:14])=[C:8]2[CH:7]=[CH:6][CH:5]=1)[CH2:2][CH3:3] |f:1.2|. Procedure: To 0 46 g (1.98 mmol) of ethyl 7-propylpyrazolo[1,5-a]pyridine-3-carboxylate, 8 ml of 2.5N aq. NaOH solution and 5 m; of ethanol were added, followed by stirring at 100° C. for 3 hours. After the reaction, post treatments were conducted in a similar manner to the syntheses of the 5-methyl and 2,7-dimethyl derivatives so that 0.37 g (1.81 mmol) of crystals of the title compound were obtained (Yield: 91%). Reactants: C(C)(=O)OC1=CC=C(C=C1)CCCCCCC1=C(C(C(=C(C1=O)OC)OC)=O)C (6-[6-(4-Acetoxyphenyl)hexyl]-2,3-dimethoxy-5-methyl-1,4-benzoquinone). The solvent is Cl (hydrochloric acid), CO (methanol). Conditions: time 4 hour. Product: OC1=CC=C(C=C1)CCCCCCC1=C(C(C(=C(C1=O)OC)OC)=O)C (6-[6-(4-hydroxyphenyl)hexyl]-2,3-dimethoxy-5-methyl-1,4-benzoquinone). The yield is 44.2%. RXN SMILES: C([O:4][C:5]1[CH:10]=[CH:9][C:8]([CH2:11][CH2:12][CH2:13][CH2:14][CH2:15][CH2:16][C:17]2[C:22](=[O:23])[C:21]([O:24][CH3:25])=[C:20]([O:26][CH3:27])[C:19](=[O:28])[C:18]=2[CH3:29])=[CH:7][CH:6]=1)(=O)C>Cl.CO>[OH:4][C:5]1[CH:6]=[CH:7][C:8]([CH2:11][CH2:12][CH2:13][CH2:14][CH2:15][CH2:16][C:17]2[C:22](=[O:23])[C:21]([O:24][CH3:25])=[C:20]([O:26][CH3:27])[C:19](=[O:28])[C:18]=2[CH3:29])=[CH:9][CH:10]=1. Reported procedure: 6-[6-(4-Acetoxyphenyl)hexyl]-2,3-dimethoxy-5-methyl-1,4-benzoquinone (2.1 g) is dissolved in a mixture of concentrated hydrochloric acid (0.3 ml) and methanol (55 ml), and the solution is allowed to stand at room temperature for 4 hours. The methanol is distilled off under reduced pressure, and the residue is diluted with water and extracted with ethyl acetate (200 ml). The extract is washed with water and dried. The solvent is then distilled off under reduced pressure and the residue is purifie... Reactants: CS(=O)(=O)N (methanesulfonamide), C1CCC2=NCCCN2CC1 (DBU), BrC1=CC(=C(C=C1)NC1=C(C2=C(C(=NO2)C)C=C1C(=O)O)F)Cl (6-(4-bromo-2-chlorophenylamino)-7-fluoro-3-methylbenzo[d]isoxazole-5-carboxylic acid), C(=O)(N1C=NC=C1)N1C=NC=C1 (carbonyldiimidazole). The solvent is C1CCOC1 (THF), CCOC(=O)C (EtOAc). Reaction conditions: temperature 50 celsius. The product is BrC1=CC(=C(C=C1)NC1=C(C2=C(C(=NO2)C)C=C1C(=O)NS(=O)(=O)C)F)Cl (N-[6-(4-bromo-2-chlorophenylamino)-7-fluoro-3-methylbenzo[d]isoxazole-5-carbonyl]-methanesulfonamide). The yield is 69.9%. As a reaction SMILES: [Br:1][C:2]1[CH:7]=[CH:6][C:5]([NH:8][C:9]2[C:18]([C:19](O)=[O:20])=[CH:17][C:12]3[C:13]([CH3:16])=[N:14][O:15][C:11]=3[C:10]=2[F:22])=[C:4]([Cl:23])[CH:3]=1.C(N1C=CN=C1)(N1C=CN=C1)=O.[CH3:36][S:37]([NH2:40])(=[O:39])=[O:38].C1CCN2C(=NCCC2)CC1>C1COCC1.CCOC(C)=O>[Br:1][C:2]1[CH:7]=[CH:6][C:5]([NH:8][C:9]2[C:18]([C:19]([NH:40][S:37]([CH3:36])(=[O:39])=[O:38])=[O:20])=[CH:17][C:12]3[C:13]([CH3:16])=[N:14][O:15][C:11]=3[C:10]=2[F:22])=[C:4]([Cl:23])[CH:3]=1. Reported procedure: A mixture of 6-(4-bromo-2-chlorophenylamino)-7-fluoro-3-methylbenzo[d]isoxazole-5-carboxylic acid (9a) (41 mg, 0.102 mmol) and carbonyldiimidazole (23 mg, 0.140 mmol) in THF (1 mL) was stirred at 50° C. in a sealed tube reactor. The reaction mixture was cooled to room temperature and methanesulfonamide (17 mg, 0.179 mmol) was added followed by DBU (0.025 mL, 0.164 mmol). After stirring at 50° C. for 1 hour, the reaction mixture was cooled to room temperature, and diluted with EtOAc. The organic ... Yields the product BrCc1cc(Br)c2oc(Br)c(-c3ccccc3)c2c1. RXN SMILES: [Br:19][N:20]1[C:21](=[O:22])[CH2:23][CH2:24][C:25]1=[O:26].[Br:1][c:2]1[o:3][c:4]2[c:5]([c:6]1-[c:7]1[cH:8][cH:9][cH:10][cH:11][cH:12]1)[cH:13][c:14]([CH3:18])[cH:15][c:16]2[Br:17].[C:27]([Cl:28])([Cl:29])([Cl:30])[Cl:31]>>[Br:1][c:2]1[o:3][c:4]2[c:5]([c:6]1-[c:7]1[cH:8][cH:9][cH:10][cH:11][cH:12]1)[cH:13][c:14]([CH2:18][Br:19])[cH:15][c:16]2[Br:17]. Starting materials: O=C1CCC(=O)N1Br, Cc1cc(Br)c2oc(Br)c(-c3ccccc3)c2c1, ClC(Cl)(Cl)Cl.